From a dataset of the Open Reaction Database (ORD), a public repository of structured organic reaction records. describe an organic reaction: reactants, conditions, products, and yield Yields the product C(C)(C)(C)OC(=O)N[C@H](CN(CC(=O)O)CC1=CC=CC2=CC=CC=C12)[C@H](CC)C (N-[2(S)-(t-Butoxycarbonylamino)-3(S)-methylpentyl]-N-(1-naphthylmethyl)glycine). As a reaction SMILES: C[O:2][C:3](=[O:31])[CH2:4][N:5]([CH2:17][C@@H:18]([NH:23][C:24]([O:26][C:27]([CH3:30])([CH3:29])[CH3:28])=[O:25])[C@@H:19]([CH3:22])[CH2:20][CH3:21])[CH2:6][C:7]1[C:16]2[C:11](=[CH:12][CH:13]=[CH:14][CH:15]=2)[CH:10]=[CH:9][CH:8]=1.[OH-].[Na+]>CO>[C:27]([O:26][C:24]([NH:23][C@@H:18]([C@@H:19]([CH3:22])[CH2:20][CH3:21])[CH2:17][N:5]([CH2:6][C:7]1[C:16]2[C:11](=[CH:12][CH:13]=[CH:14][CH:15]=2)[CH:10]=[CH:9][CH:8]=1)[CH2:4][C:3]([OH:31])=[O:2])=[O:25])([CH3:30])([CH3:29])[CH3:28] |f:1.2|. Reactants: COC(CN(CC1=CC=CC2=CC=CC=C12)C[C@H]([C@H](CC)C)NC(=O)OC(C)(C)C)=O (N-[2(S)-(t-Butoxycarbonylamino)-3(S)-methylpentyl]-N-(1-naphthylmethyl)glycine methyl ester), [OH-].[Na+] (NaOH). Procedure: N-[2(S)-(t-Butoxycarbonylamino)-3(S)-methylpentyl]-N-(1-naphthylmethyl)glycine methyl ester (2.61 g, 6.10 mmol) was dissolved in MeOH (50 ml) and 1N NaOH (24.4 ml, 24.4 mmol) was added. The mixture was stirred at ambient temperature for 4 h and concentrated. The resulting residue was dissolved in water (25 ml) and neutralized with 1N HCl (24.4 ml). The aqueous layer was washed with EtOAc (3×50 ml). The organic layers were combined, dried with Na2SO4, filtered, and concentrated to give the produc... Solvent: CO (MeOH). Reaction conditions: time 4 hour. The reactants are OC1(CC(=O)OC(C1Br)CCC1=CC=C(C=C1)Cl)C (3-hydroxy-3-methyl-4-bromo-7-(p-chlorophenyl)-5-heptanolide), C(CCC)[SnH](CCCC)CCCC (tri-n-butyltin hydride), Example 2 ( a ). Run in O1CCCC1 (tetrahydrofuran). Product: OC1(CC(=O)OC(C1)CCC1=CC=C(C=C1)Cl)C (3-Hydroxy-3-methyl-7-(p-chlorophenyl)-5-heptanolide). The yield is 57.6%. RXN SMILES: [OH:1][C:2]1([CH3:19])[CH:8](Br)[CH:7]([CH2:10][CH2:11][C:12]2[CH:17]=[CH:16][C:15]([Cl:18])=[CH:14][CH:13]=2)[O:6][C:4](=[O:5])[CH2:3]1.C([SnH](CCCC)CCCC)CCC>O1CCCC1>[OH:1][C:2]1([CH3:19])[CH2:8][CH:7]([CH2:10][CH2:11][C:12]2[CH:13]=[CH:14][C:15]([Cl:18])=[CH:16][CH:17]=2)[O:6][C:4](=[O:5])[CH2:3]1. Reported procedure: The product obtained by reducing 200 mg of 3-hydroxy-3-methyl-4-bromo-7-(p-chlorophenyl)-5-heptanolide with 680 mg of tri-n-butyltin hydride in 5 ml of anhydrous tetrahydrofuran according to the method described in Example 2 (a), was recrystallized from a mixture of n-hexane and benzene (5:1) to give 89 mg of the desired compound melting at 61°-64° C. Reactants: Br, CCO, Nc1ccc2c(c1)C(=O)Nc1ccccc1O2, CC(=N)SCc1ccc2ccccc2c1. Product: CC(=N)Nc1ccc2c(c1)C(=O)Nc1ccccc1O2. RXN SMILES: [BrH:18].[CH3:34][CH2:35][OH:36].[NH2:1][c:2]1[cH:3][cH:4][c:5]2[c:6]([cH:17]1)[C:7](=[O:16])[NH:8][c:9]1[c:10]([cH:12][cH:13][cH:14][cH:15]1)[O:11]2.[cH:19]1[c:20]2[c:21]([cH:22][cH:23][cH:24][cH:25]2)[cH:26][cH:27][c:28]1[CH2:29][S:30][C:31]([CH3:32])=[NH:33]>>[NH:1]([c:2]1[cH:3][cH:4][c:5]2[c:6]([cH:17]1)[C:7](=[O:16])[NH:8][c:9]1[c:10]([cH:12][cH:13][cH:14][cH:15]1)[O:11]2)[C:31]([CH3:32])=[NH:33]. RXN SMILES: C(=O)([O-])[O-].[K+].[K+].[OH:7][C:8]1[CH:20]=[CH:19][C:18]2[C:17]3[C:12](=[CH:13][CH:14]=[CH:15][CH:16]=3)[NH:11][C:10]=2[C:9]=1[S:21][CH3:22].Br[CH2:24][C:25]([O:27][C:28]([CH3:31])([CH3:30])[CH3:29])=[O:26]>CC(C)=O>[CH3:22][S:21][C:9]1[C:10]2[NH:11][C:12]3[C:17](=[CH:16][CH:15]=[CH:14][CH:13]=3)[C:18]=2[CH:19]=[CH:20][C:8]=1[O:7][CH2:24][C:25]([O:27][C:28]([CH3:31])([CH3:30])[CH3:29])=[O:26] |f:0.1.2|. The reactants are ice water, C([O-])([O-])=O.[K+].[K+] (potassium carbonate), OC1=C(C=2NC3=CC=CC=C3C2C=C1)SC (2-hydroxy-1-methylthiocarbazole), BrCC(=O)OC(C)(C)C (tert-butyl bromoacetate). Yields the product CSC1=C(C=CC=2C3=CC=CC=C3NC12)OCC(=O)OC(C)(C)C (tert-Butyl (1-methylthiocarbazol-2-yloxy)acetate). Solvent: CC(=O)C (acetone). Isolated yield 83.5%. Procedure details: 135 mg of powdered potassium carbonate was added to a solution of 112 mg of 2-hydroxy-1-methylthiocarbazole, as obtained in Example 2, in 4 ml of acetone. 956 mg of tert-butyl bromoacetate was added to the reaction mixture which was then stirred for 2 hours at room temperature. After this time, the reaction mixture was poured into ice water, and concentrated by evaporation under reduced pressure. The aqueous layer was extracted with ethyl acetate. The organic extract was washed with a saturated ... Run at time 2 hour. The reactants are Cc1c(NCC(C)(C)CC(O)c2cccnc2)ccc(C#N)c1Cl, Cc1ccc(S(=O)(=O)Cl)cc1, c1ccncc1. The product is Cc1c(N2CC(C)(C)CC2c2cccnc2)ccc(C#N)c1Cl. Reaction SMILES: [Cl:1][c:2]1[c:3]([C:4]#[N:5])[cH:6][cH:7][c:8]([NH:11][CH2:12][C:13]([CH2:14][CH:15]([c:16]2[cH:17][n:18][cH:19][cH:20][cH:21]2)[OH:22])([CH3:23])[CH3:24])[c:9]1[CH3:10].[S:25]([Cl:26])([c:27]1[cH:28][cH:29][c:30]([CH3:31])[cH:32][cH:33]1)(=[O:34])=[O:35].[cH:36]1[cH:37][cH:38][n:39][cH:40][cH:41]1>>[Cl:1][c:2]1[c:3]([C:4]#[N:5])[cH:6][cH:7][c:8]([N:11]2[CH2:12][C:13]([CH3:23])([CH3:24])[CH2:14][CH:15]2[c:16]2[cH:17][n:18][cH:19][cH:20][cH:21]2)[c:9]1[CH3:10].